Dataset: the Open Reaction Database (ORD), a public repository of structured organic reaction records. Task: describe an organic reaction: reactants, conditions, products, and yield Reactants: CO, COC(=O)C=Cc1cccc(NC(=O)C=Cc2ccccc2)c1, Cl, NO, [Na+], [OH-], O. Product: O=C(C=Cc1cccc(NC(=O)C=Cc2ccccc2)c1)NO. RXN SMILES: [CH3:29][OH:30].[CH3:6][O:7][C:8]([CH:9]=[CH:10][c:11]1[cH:12][c:13]([NH:17][C:18]([CH:19]=[CH:20][c:21]2[cH:22][cH:23][cH:24][cH:25][cH:26]2)=[O:27])[cH:14][cH:15][cH:16]1)=[O:28].[ClH:1].[NH2:2][OH:3].[Na+:5].[OH-:4].[OH2:31]>>[NH:2]([OH:3])[C:8](=[O:7])[CH:9]=[CH:10][c:11]1[cH:12][c:13]([NH:17][C:18]([CH:19]=[CH:20][c:21]2[cH:22][cH:23][cH:24][cH:25][cH:26]2)=[O:27])[cH:14][cH:15][cH:16]1.